This data is from the Open Reaction Database (ORD), a public repository of structured organic reaction records. The task is: describe an organic reaction: reactants, conditions, products, and yield Reactants: ClCCCOP1CC(=CC1)C (1-(chloropropoxy)-3-methyl-3-phospholene), P1=CCCC1 (phospholene), C(C#CCO)O (2-butyn-1,4-diol), P1=CCCC1 (phospholene). The solvent is ClCCCl (1,2-dichloroethane). Conditions: time 30 minute. Product: OCC(=C=C)P1(CC(=CC1)C)=O (1-(1-hydroxymethylallenyl)-3-methyl-3-phospholene-1-oxide). Reaction SMILES: ClCCC[O:5][P:6]1[CH2:10][CH:9]=[C:8]([CH3:11])[CH2:7]1.[CH2:12](O)[C:13]#[C:14][CH2:15][OH:16].P1CCCC=1>ClCCCl>[OH:16][CH2:15][C:14]([P:6]1(=[O:5])[CH2:10][CH:9]=[C:8]([CH3:11])[CH2:7]1)=[C:13]=[CH2:12]. Procedure details: A total of 14.3 g. (0.08 mole) of 1-(chloropropoxy)-3-methyl-3-phospholene was added in two halves to a suspension of 6.8 g. (0.08 mole) of 2-butyn-1,4-diol in 25 ml. of 1,2-dichloroethane. The second half of the phospholene was added dropwise after the slow exotherm, generated by the first addition, had subsided. The maximum temperature reached in the first exotherm was 45° C and, in the second exotherm, was 60° C. After the addition of all phospholene was complete, the mixture was stirred for ...